From a dataset of the Open Reaction Database (ORD), a public repository of structured organic reaction records. describe an organic reaction: reactants, conditions, products, and yield The reactants are FC1=CC=C(C=C1)C=1C(=NNC1C(F)(F)F)C1=CC=C(C=C1)SC (4-(4-fluorophenyl)-3-[4-(methylthio)phenyl]-5-(trifluoromethyl)-1H-pyrazole), OOS(=O)[O-].[K+] (Oxone), CO (methanol). Solvent: O (water). Product: FC1=CC=C(C=C1)C=1C(=NNC1C(F)(F)F)C1=CC=C(C=C1)S(=O)(=O)C (4-(4-fluorophenyl)-3-[4-(methylsulfonyl)phenyl]-5-(trifluoromethyl)-1H-pyrazole). The yield is 91.0%. Reaction SMILES: [F:1][C:2]1[CH:7]=[CH:6][C:5]([C:8]2[C:9]([C:17]3[CH:22]=[CH:21][C:20](SC)=[CH:19][CH:18]=3)=[N:10][NH:11][C:12]=2[C:13]([F:16])([F:15])[F:14])=[CH:4][CH:3]=1.O[O:26][S:27]([O-:29])=O.[K+].[CH3:31]O>O>[F:1][C:2]1[CH:3]=[CH:4][C:5]([C:8]2[C:9]([C:17]3[CH:18]=[CH:19][C:20]([S:27]([CH3:31])(=[O:29])=[O:26])=[CH:21][CH:22]=3)=[N:10][NH:11][C:12]=2[C:13]([F:14])([F:16])[F:15])=[CH:6][CH:7]=1 |f:1.2|. Procedure: To a solution of the pyrazole from Step 2 (4.0 g, 11.4 mmol) in 150 mL methanol was added a solution of Oxone® (14.0 g, 22.7 mmol) in 50 mL water. After 1 hour the solids were filtered off, washed with ethyl acetate and the filtrate concentrated in vacuo. This mixture was partitioned between ethyl acetate and water, and the organic layer washed with brine, dried over MgSO4 and reconcentrated in vacuo. Recrystallization from chloroform gave 4-(4-fluorophenyl)-3-[4-(methylsulfonyl)phenyl]-5-(trifl... As a reaction SMILES: [Si:1]([O:18][CH2:19][C:20]1[C:21]([N:35]2[CH2:40][C@H:39]([CH3:41])[O:38][C@H:37]([CH3:42])[CH2:36]2)=[C:22]([F:34])[C:23]2[O:27][N:26]=[C:25]([C:28]([O:30]CC)=O)[C:24]=2[CH:33]=1)([C:14]([CH3:17])([CH3:16])[CH3:15])([C:8]1[CH:13]=[CH:12][CH:11]=[CH:10][CH:9]=1)[C:2]1[CH:7]=[CH:6][CH:5]=[CH:4][CH:3]=1.[NH:43]1[CH2:48][CH2:47][S:46](=[O:50])(=[O:49])[CH2:45][CH2:44]1>>[Si:1]([O:18][CH2:19][C:20]1[C:21]([N:35]2[CH2:40][C@H:39]([CH3:41])[O:38][C@H:37]([CH3:42])[CH2:36]2)=[C:22]([F:34])[C:23]2[O:27][N:26]=[C:25]([C:28]([N:43]3[CH2:48][CH2:47][S:46](=[O:50])(=[O:49])[CH2:45][CH2:44]3)=[O:30])[C:24]=2[CH:33]=1)([C:14]([CH3:15])([CH3:17])[CH3:16])([C:8]1[CH:13]=[CH:12][CH:11]=[CH:10][CH:9]=1)[C:2]1[CH:3]=[CH:4][CH:5]=[CH:6][CH:7]=1. Procedure details: Starting materials: Ethyl 5-((tert-butyldiphenylsilyloxy)methyl)-6-((2R,6S)-2,6-dimethylmorpholino)-7-fluorobenzo[d]isoxazole-3-carboxylate (Intermediate 204) and thiomorpholine 1,1-dioxide The product is [Si](C1=CC=CC=C1)(C1=CC=CC=C1)(C(C)(C)C)OCC=1C(=C(C2=C(C(=NO2)C(=O)N2CCS(CC2)(=O)=O)C1)F)N1C[C@H](O[C@H](C1)C)C (5-({[tert-butyl(diphenyl)silyl]oxy}methyl)-6-((2R,6S)-2,6-dimethylmorpholin-4-yl]-3-[(1,1-dioxidothiomorpholin-4-yl)carbonyl]-7-fluoro-1,2-benzisoxazole). Starting materials: [Si](C1=CC=CC=C1)(C1=CC=CC=C1)(C(C)(C)C)OCC=1C(=C(C2=C(C(=NO2)C(=O)OCC)C1)F)N1C[C@H](O[C@H](C1)C)C (Ethyl 5-((tert-butyldiphenylsilyloxy)methyl)-6-((2R,6S)-2,6-dimethylmorpholino)-7-fluorobenzo[d]isoxazole-3-carboxylate), [Si](C1=CC=CC=C1)(C1=CC=CC=C1)(C(C)(C)C)OCC=1C(=C(C2=C(C(=NO2)C(=O)OCC)C1)F)N1C[C@H](O[C@H](C1)C)C (Ethyl 5-((tert-butyldiphenylsilyloxy)methyl)-6-((2R,6S)-2,6-dimethylmorpholino)-7-fluorobenzo[d]isoxazole-3-carboxylate), N1CCS(CC1)(=O)=O (thiomorpholine 1,1-dioxide). Reactants: OC1CCC(CC1)NC(OC(C)(C)C)=O (tert-butyl N-(4-hydroxycyclohexyl)carbamate), [H-].[Na+] (sodium hydride), [Si](C)(C)(C(C)(C)C)OCC[C@H]1CCC=2SC=3N=CN=C(C3C2C1)Cl ((12S)-12-[2-[(tert-butyldimethylsilyl)oxy]ethyl]-3-chloro-8-thia-4,6-diazatricyclo[7.4.0.0[2,7]]trideca-1(9),2(7),3,5-tetraene). The solvent is C1CCOC1 (THF). Run at time 30 minute. Product: [Si](C)(C)(C(C)(C)C)OCC[C@H]1CCC=2SC=3N=CN=C(C3C2C1)OC1CCC(CC1)NC(OC(C)(C)C)=O (tert-butyl N-(4-[[(12S)-12-[2-[(tert-butyldimethylsilyl)oxy]ethyl]-8-thia-4,6-diazatricyclo[7.4.0.0[2,7]]trideca-1(9),2(7),3,5-tetraen-3-yl]oxy]cyclohexyl)carbamate). The yield is 71.2%. Reaction SMILES: [OH:1][CH:2]1[CH2:7][CH2:6][CH:5]([NH:8][C:9](=[O:15])[O:10][C:11]([CH3:14])([CH3:13])[CH3:12])[CH2:4][CH2:3]1.[H-].[Na+].[Si:18]([O:25][CH2:26][CH2:27][C@@H:28]1[CH2:40][C:39]2[C:38]3[C:37](Cl)=[N:36][CH:35]=[N:34][C:33]=3[S:32][C:31]=2[CH2:30][CH2:29]1)([C:21]([CH3:24])([CH3:23])[CH3:22])([CH3:20])[CH3:19]>C1COCC1>[Si:18]([O:25][CH2:26][CH2:27][C@@H:28]1[CH2:40][C:39]2[C:38]3[C:37]([O:1][CH:2]4[CH2:7][CH2:6][CH:5]([NH:8][C:9](=[O:15])[O:10][C:11]([CH3:12])([CH3:14])[CH3:13])[CH2:4][CH2:3]4)=[N:36][CH:35]=[N:34][C:33]=3[S:32][C:31]=2[CH2:30][CH2:29]1)([C:21]([CH3:24])([CH3:22])[CH3:23])([CH3:19])[CH3:20] |f:1.2|. Procedure: A solution of tert-butyl N-(4-hydroxycyclohexyl)carbamate (181 mg, 0.84 mmol, 1.40 equiv) in 8 mL of distilled THF was added sodium hydride (60% dispersion in mineral oil, 72 mg, 1.80 mmol, 3.00 equiv) at 0° C. and stirred for another 30 min under nitrogen. Then (12S)-12-[2-[(tert-butyldimethylsilyl)oxy]ethyl]-3-chloro-8-thia-4,6-diazatricyclo[7.4.0.0[2,7]]trideca-1(9),2(7),3,5-tetraene (230 mg, 0.60 mmol, 1.00 equiv) was added and stirred overnight at room temperature. The reaction was then que... Starting materials: C(C)(C)(C)OC(=O)NC(=NC=1N=CN(C1)C1=NC=CC(=C1)C)NC(=O)OC(C)(C)C (N,N′-bis(tert-butoxycarbonyl)-N″-(1-(4-methylpyridin-2-yl)imidazol-4-yl)guanidine), Cl (hydrogen chloride). Solvent: ClCCl (dichloromethane), O1CCOCC1 (1,4-dioxane). Reaction conditions: time 23 hour. Yields the product Cl.Cl.CC1=CC(=NC=C1)N1C=NC(=C1)NC(=N)N ((1-(4-methylpyridin-2-yl)imidazol-4-yl)guanidine dihydrochloride). Reaction SMILES: C(OC([NH:8][C:9]([NH:23]C(OC(C)(C)C)=O)=[N:10][C:11]1[N:12]=[CH:13][N:14]([C:16]2[CH:21]=[C:20]([CH3:22])[CH:19]=[CH:18][N:17]=2)[CH:15]=1)=O)(C)(C)C.[ClH:31]>ClCCl.O1CCOCC1>[ClH:31].[ClH:31].[CH3:22][C:20]1[CH:19]=[CH:18][N:17]=[C:16]([N:14]2[CH:15]=[C:11]([NH:10][C:9]([NH2:23])=[NH:8])[N:12]=[CH:13]2)[CH:21]=1 |f:4.5.6|. Procedure details: To a solution of N,N′-bis(tert-butoxycarbonyl)-N″-(1-(4-methylpyridin-2-yl)imidazol-4-yl)guanidine (200 mg) in dichloromethane (2 ml) was added a solution of hydrogen chloride in 1,4-dioxane (4N, 4 ml), and the mixture was stirred at ambient temperature for 23 hours. The solvent was evaporated under reduced pressure. To the residue was added 2-propanol, and the resultant precipitate was collected by filtration and dried under reduced pressure to give (1-(4-methylpyridin-2-yl)imidazol-4-yl)guanid... RXN SMILES: [CH2:17]([CH3:18])[n:19]1[cH:20][c:21]([CH2:28][NH:29][CH3:30])[c:22]2[cH:23][cH:24][cH:25][cH:26][c:27]12.[CH2:1]([Cl:2])[CH2:3][Cl:4].[CH:42]([N:43]([CH:44]([CH3:45])[CH3:46])[CH2:47][CH3:48])([CH3:49])[CH3:50].[NH2:5][c:6]1[cH:7][cH:8][c:9]([CH:12]=[CH:13][C:14](=[O:15])[OH:16])[cH:10][n:11]1.[O:51]=[CH:52][N:53]([CH3:54])[CH3:55].[OH2:41].[OH:31][n:32]1[c:33]2[c:34]([cH:35][cH:36][cH:37][cH:38]2)[n:39][n:40]1>>[NH2:5][c:6]1[cH:7][cH:8][c:9]([CH:12]=[CH:13][C:14](=[O:16])[N:29]([CH2:28][c:21]2[cH:20][n:19]([CH2:17][CH3:18])[c:27]3[c:22]2[cH:23][cH:24][cH:25][cH:26]3)[CH3:30])[cH:10][n:11]1. Starting materials: CCn1cc(CNC)c2ccccc21, ClCCCl, CCN(C(C)C)C(C)C, Nc1ccc(C=CC(=O)O)cn1, CN(C)C=O, O, On1nnc2ccccc21. Product: CCn1cc(CN(C)C(=O)C=Cc2ccc(N)nc2)c2ccccc21. The reactants are C(C)(=O)O[BH-](OC(C)=O)OC(C)=O.[Na+] (sodium triacetoxyborohydride), C(=O)(O)[O-].[Na+] (NaHCO3), C(C1=CC=CC=C1)OC(NC(C)(CC=O)C)=O (benzyl(2-methyl-4-oxobutan-2-yl)carbamate), COCCNCCOC (bis(2-methoxyethyl)amine). The solvent is ClCCCl (1,2-dichloroethane), CC(=O)O (AcOH). Reaction conditions: time 10 minute. Yields the product C(C1=CC=CC=C1)OC(NC(C)(CCN(CCOC)CCOC)C)=O (benzyl(4-(bis(2-methoxyethyl)amino)-2-methylbutan-2-yl)carbamate). Yield: 66.1%. Reaction SMILES: [CH2:1]([O:8][C:9](=[O:17])[NH:10][C:11]([CH3:16])([CH2:13][CH:14]=O)[CH3:12])[C:2]1[CH:7]=[CH:6][CH:5]=[CH:4][CH:3]=1.[CH3:18][O:19][CH2:20][CH2:21][NH:22][CH2:23][CH2:24][O:25][CH3:26].C(O[BH-](OC(=O)C)OC(=O)C)(=O)C.[Na+].C([O-])(O)=O.[Na+]>ClCCCl.CC(O)=O>[CH2:1]([O:8][C:9](=[O:17])[NH:10][C:11]([CH3:16])([CH2:13][CH2:14][N:22]([CH2:23][CH2:24][O:25][CH3:26])[CH2:21][CH2:20][O:19][CH3:18])[CH3:12])[C:2]1[CH:7]=[CH:6][CH:5]=[CH:4][CH:3]=1 |f:2.3,4.5|. Procedure: To a 100-mL round-bottomed flask was added benzyl(2-methyl-4-oxobutan-2-yl)carbamate (1.04 g, 4.42 mmol) and bis(2-methoxyethyl)amine (0.776 mL, 5.30 mmol, Sigma-Aldrich) in 1,2-dichloroethane (20 mL) followed by AcOH (0.3 mL). The mixture was stirred at RT for 10 min, then sodium triacetoxyborohydride (1.124 g, 5.30 mmol, Sigma-Aldrich) was added portion wise. The reaction was stirred at RT for 1 h. Sat. NaHCO3 (20 mL) was added slowly and the mixture was extracted with EtOAc (40 mL×3). The com... Starting materials: CN(C)C=O, c1ccc2c(c1)CCO2, O=S(=O)(Cl)Cl. Product: O=S(=O)(Cl)c1ccc2c(c1)CCO2. As a reaction SMILES: [CH3:15][N:16]([CH3:17])[CH:18]=[O:19].[O:6]1[CH2:7][CH2:8][c:9]2[c:10]1[cH:11][cH:12][cH:13][cH:14]2.[S:1](=[O:2])(=[O:3])([Cl:4])[Cl:5]>>[S:1](=[O:2])(=[O:3])([Cl:5])[c:13]1[cH:12][cH:11][c:10]2[c:9]([cH:14]1)[CH2:8][CH2:7][O:6]2.